Dataset: the Open Reaction Database (ORD), a public repository of structured organic reaction records. Task: describe an organic reaction: reactants, conditions, products, and yield The reactants are [Al+3], CCCC1CCC(C2CCC(c3ccc(C(=O)O)c(F)c3)CC2)CC1, [H-], [H-], [H-], [H-], [Li+], O. Yields the product CCCC1CCC(C2CCC(c3ccc(CO)c(F)c3)CC2)CC1. Reaction SMILES: [Al+3:27].[CH2:1]([CH2:2][CH3:3])[CH:4]1[CH2:5][CH2:6][CH:7]([CH:10]2[CH2:11][CH2:12][CH:13]([c:16]3[cH:17][c:18]([F:25])[c:19]([C:20](=[O:21])[OH:22])[cH:23][cH:24]3)[CH2:14][CH2:15]2)[CH2:8][CH2:9]1.[H-:26].[H-:29].[H-:30].[H-:31].[Li+:28].[OH2:32]>>[CH2:1]([CH2:2][CH3:3])[CH:4]1[CH2:5][CH2:6][CH:7]([CH:10]2[CH2:11][CH2:12][CH:13]([c:16]3[cH:17][c:18]([F:25])[c:19]([CH2:20][OH:21])[cH:23][cH:24]3)[CH2:14][CH2:15]2)[CH2:8][CH2:9]1. The reactants are CCN=C=NCCCN(C)C, C[Si](C)(C)CCOCOc1ccc(C(=O)O)cc1, Cl, CC(C)(C)OC(=O)N1CCC(c2ccc(OCCO)cc2)C(OCc2ccc3ccccc3c2)C1. Product: CC(C)(C)OC(=O)N1CCC(c2ccc(OCCOC(=O)c3ccc(OCOCC[Si](C)(C)C)cc3)cc2)C(OCc2ccc3ccccc3c2)C1. Reaction SMILES: [CH2:55]([N:56]=[C:57]=[N:58][CH2:59][CH2:60][CH2:61][N:62]([CH3:63])[CH3:64])[CH3:65].[CH3:36][Si:37]([CH2:38][CH2:39][O:40][CH2:41][O:42][c:43]1[cH:44][cH:45][c:46]([C:47](=[O:48])[OH:49])[cH:50][cH:51]1)([CH3:52])[CH3:53].[ClH:54].[OH:1][CH2:2][CH2:3][O:4][c:5]1[cH:6][cH:7][c:8]([CH:11]2[CH:12]([O:24][CH2:25][c:26]3[cH:27][c:28]4[cH:29][cH:30][cH:31][cH:32][c:33]4[cH:34][cH:35]3)[CH2:13][N:14]([C:17](=[O:18])[O:19][C:20]([CH3:21])([CH3:22])[CH3:23])[CH2:15][CH2:16]2)[cH:9][cH:10]1>>[O:1]([CH2:2][CH2:3][O:4][c:5]1[cH:6][cH:7][c:8]([CH:11]2[CH:12]([O:24][CH2:25][c:26]3[cH:27][c:28]4[cH:29][cH:30][cH:31][cH:32][c:33]4[cH:34][cH:35]3)[CH2:13][N:14]([C:17](=[O:18])[O:19][C:20]([CH3:21])([CH3:22])[CH3:23])[CH2:15][CH2:16]2)[cH:9][cH:10]1)[C:47]([c:46]1[cH:45][cH:44][c:43]([O:42][CH2:41][O:40][CH2:39][CH2:38][Si:37]([CH3:36])([CH3:52])[CH3:53])[cH:51][cH:50]1)=[O:48]. Starting materials: C1CCOC1, Cl, c1ccc(C(=Nc2ccnc3c2ccn3Cc2ccncc2)c2ccccc2)cc1. Yields the product Nc1ccnc2c1ccn2Cc1ccncc1. Reaction SMILES: [CH2:32]1[O:33][CH2:34][CH2:35][CH2:36]1.[ClH:31].[c:1]1([C:2]([c:3]2[cH:4][cH:5][cH:6][cH:7][cH:25]2)=[N:8][c:9]2[c:10]3[c:11]([n:12][cH:13][cH:14]2)[n:15]([CH2:18][c:19]2[cH:20][cH:21][n:22][cH:23][cH:24]2)[cH:16][cH:17]3)[cH:26][cH:27][cH:28][cH:29][cH:30]1>>[NH2:8][c:9]1[c:10]2[c:11]([n:12][cH:13][cH:14]1)[n:15]([CH2:18][c:19]1[cH:20][cH:21][n:22][cH:23][cH:24]1)[cH:16][cH:17]2. Reactants: Cl.Cl.N1=C(C=CC=C1)N(C(=O)C1=CC2=C(N(C(=N2)CNC2=CC=C(C=C2)C(N)=N)C)C=C1)CC(=O)OCC (1-methyl-2-[N-(4-amidinophenyl)-aminomethyl]-benzimidazol-5-yl-carboxylic acid-N-(2-pyridyl)-N-(ethoxycarbonylmethyl)-amide-dihydrochloride), [OH-].[Na+] (sodium hydroxide). The product is Cl.N1=C(C=CC=C1)N(C(=O)C1=CC2=C(N(C(=N2)CNC2=CC=C(C=C2)C(N)=N)C)C=C1)CC(=O)O (1-Methyl-2-[N-(4-amidinophenyl)-aminomethyl]-benzimidazol-5-yl-carboxylic Acid-N-(2-pyridyl)-N-(hydroxycarbonylmethyl)-amide-hydrochloride). Reaction SMILES: [ClH:1].Cl.[N:3]1[CH:8]=[CH:7][CH:6]=[CH:5][C:4]=1[N:9]([CH2:33][C:34]([O:36]CC)=[O:35])[C:10]([C:12]1[CH:32]=[CH:31][C:15]2[N:16]([CH3:30])[C:17]([CH2:19][NH:20][C:21]3[CH:26]=[CH:25][C:24]([C:27](=[NH:29])[NH2:28])=[CH:23][CH:22]=3)=[N:18][C:14]=2[CH:13]=1)=[O:11].[OH-].[Na+]>>[ClH:1].[N:3]1[CH:8]=[CH:7][CH:6]=[CH:5][C:4]=1[N:9]([CH2:33][C:34]([OH:36])=[O:35])[C:10]([C:12]1[CH:32]=[CH:31][C:15]2[N:16]([CH3:30])[C:17]([CH2:19][NH:20][C:21]3[CH:26]=[CH:25][C:24]([C:27](=[NH:28])[NH2:29])=[CH:23][CH:22]=3)=[N:18][C:14]=2[CH:13]=1)=[O:11] |f:0.1.2,3.4,5.6|. Procedure: Prepared analogously to Example 26 from 1-methyl-2-[N-(4-amidinophenyl)-aminomethyl]-benzimidazol-5-yl-carboxylic acid-N-(2-pyridyl)-N-(ethoxycarbonylmethyl)-amide-dihydrochloride and sodium hydroxide solution. Reactants: CC(C)(C)OC(=O)N1CCN(c2ccc([N+](=O)[O-])cc2C#N)CC1, CO, [Cl-], [NH4+], [Zn]. The product is CC(C)(C)OC(=O)N1CCN(c2ccc(N)cc2C#N)CC1. As a reaction SMILES: [C:1]([CH3:2])([CH3:3])([CH3:4])[O:5][C:6](=[O:7])[N:8]1[CH2:9][CH2:10][N:11]([c:14]2[c:15]([C:23]#[N:24])[cH:16][c:17]([N+:20]([O-:21])=[O:22])[cH:18][cH:19]2)[CH2:12][CH2:13]1.[CH3:27][OH:28].[Cl-:25].[NH4+:26].[Zn:29]>>[C:1]([CH3:2])([CH3:3])([CH3:4])[O:5][C:6](=[O:7])[N:8]1[CH2:9][CH2:10][N:11]([c:14]2[c:15]([C:23]#[N:24])[cH:16][c:17]([NH2:20])[cH:18][cH:19]2)[CH2:12][CH2:13]1. Solvent: O (water). Product: BrC1=C(C=CC(=C1)C(C)C)N1C=C(C2=C(C=C(N=C12)C1=CC=CC=C1)C)C#N (1-(2-bromo-4-isopropylphenyl)-3-cyano-4-methyl-6-phenyl-7-azaindole), BrC1=C(C=CC(=C1)C(C)C)N1C=C(C2=C(C=C(N=C12)C)C)C#N (1-(2-bromo-4-isopropylphenyl)-3-cyano-6-methyl-4-methyl-7-azaindole). The reactants are BrC1=C(C=CC(=C1)C(C)C)N1C=C(C2=C(C=C(N=C12)C)C)C#N (1-(2-Bromo-4-isopropylphenyl)-3-cyano-4,6-dimethyl-7-azaindole), C=1(C(=CC=CC1)C)C (xylene). Reported procedure: A mixture of 737 mg (2.00 mmole) of the product from Example 64 (Part B), 324 mg (2.00 mmole) of benzolyacetone and 25 mL of xylene was heated in a flask equipped with a water separator for 2 hours. The solvent was removed by evaporation, and the residue chromatographed on silica gel, eluting in step gradients with 0, 5, 10, and 15% ethyl acetate in hexane. Both 1-(2-bromo-4-isopropylphenyl)-3-cyano-4-methyl-6-phenyl-7-azaindole and 1-(2-bromo-4-isopropylphenyl)-3-cyano-6-methyl-4-methyl-7-azain... As a reaction SMILES: [Br:1][C:2]1[CH:7]=[C:6]([CH:8]([CH3:10])[CH3:9])[CH:5]=[CH:4][C:3]=1[N:11]1[C:19]2[C:14](=[C:15]([CH3:21])[CH:16]=[C:17]([CH3:20])[N:18]=2)[C:13]([C:22]#[N:23])=[CH:12]1.[C:24]1(C)[C:25](C)=[CH:26]C=[CH:28][CH:29]=1>O>[Br:1][C:2]1[CH:7]=[C:6]([CH:8]([CH3:10])[CH3:9])[CH:5]=[CH:4][C:3]=1[N:11]1[C:19]2[C:14](=[C:15]([CH3:21])[CH:16]=[C:17]([C:20]3[CH:26]=[CH:25][CH:24]=[CH:29][CH:28]=3)[N:18]=2)[C:13]([C:22]#[N:23])=[CH:12]1.[Br:1][C:2]1[CH:7]=[C:6]([CH:8]([CH3:10])[CH3:9])[CH:5]=[CH:4][C:3]=1[N:11]1[C:19]2[C:14](=[C:15]([CH3:21])[CH:16]=[C:17]([CH3:20])[N:18]=2)[C:13]([C:22]#[N:23])=[CH:12]1. Yields the product CC(C#C/C=C/CN(CC)CC1=CC(=CC=C1)NC(C1=CC(=CC=C1)N1C=CC=C1)=O)(C)C ((E)-N-(6,6-dimethyl-2-hepten-4-ynyl)-N-ethyl-3-[3-(1-pyrrolyl)benzoylamino]benzylamine). Reported procedure: 83 mg of (E)-N-(6,6-dimethyl-2-hepten-4-ynyl)-N-ethyl-3-aminobenzylamine and 100 mg of 3-(1-pyrrolyl)benzoic acid were dissolved in a mixture of 1 ml of methylene chloride and 2 ml of tetrahydrofuran, and 92 mg of N,N'-dicyclohexylcarbodiimide (DCC) was added. The mixture was stirred at room temperature for 3 hours. The reaction mixture was evaporated under reduced pressure, and the residue was dissolved in methylene chloride. The insoluble material was separated by filtration, and washed succes... Starting materials: CC(C#C/C=C/CN(CC)CC1=CC(=CC=C1)N)(C)C ((E)-N-(6,6-dimethyl-2-hepten-4-ynyl)-N-ethyl-3-aminobenzylamine), N1(C=CC=C1)C=1C=C(C(=O)O)C=CC1 (3-(1-pyrrolyl)benzoic acid), C1(CCCCC1)N=C=NC1CCCCC1 (N,N'-dicyclohexylcarbodiimide). Run in C(Cl)Cl (methylene chloride), O1CCCC1 (tetrahydrofuran). Reaction conditions: time 3 hour. As a reaction SMILES: [CH3:1][C:2]([CH3:20])([CH3:19])[C:3]#[C:4]/[CH:5]=[CH:6]/[CH2:7][N:8]([CH2:11][C:12]1[CH:17]=[CH:16][CH:15]=[C:14]([NH2:18])[CH:13]=1)[CH2:9][CH3:10].[N:21]1([C:26]2[CH:27]=[C:28]([CH:32]=[CH:33][CH:34]=2)[C:29](O)=[O:30])[CH:25]=[CH:24][CH:23]=[CH:22]1.C1(N=C=NC2CCCCC2)CCCCC1>C(Cl)Cl.O1CCCC1>[CH3:20][C:2]([CH3:19])([CH3:1])[C:3]#[C:4]/[CH:5]=[CH:6]/[CH2:7][N:8]([CH2:11][C:12]1[CH:17]=[CH:16][CH:15]=[C:14]([NH:18][C:29](=[O:30])[C:28]2[CH:32]=[CH:33][CH:34]=[C:26]([N:21]3[CH:25]=[CH:24][CH:23]=[CH:22]3)[CH:27]=2)[CH:13]=1)[CH2:9][CH3:10]. Isolated yield 72.6%. The reactants are C(C)C=1C=NC(=NC1)N1CCC(CC1)N1C([C@H](CC1)NC(OC(C)(C)C)=O)=O ((S)-tert-butyl 1-(1-(5-ethylpyrimidin-2-yl)piperidin-4-yl)-2-oxopyrrolidin-3-ylcarbamate). Run in C(=O)(C(F)(F)F)O.C(Cl)Cl (TFA CH2Cl2). Product: N[C@@H]1C(N(CC1)C1CCN(CC1)C1=NC=C(C=N1)CC)=O ((S)-3-amino-1-(1-(5-ethylpyrimidin-2-yl)piperidin-4-yl)pyrrolidin-2-one). Yield: 100.0%. Reaction SMILES: [CH2:1]([C:3]1[CH:4]=[N:5][C:6]([N:9]2[CH2:14][CH2:13][CH:12]([N:15]3[CH2:19][CH2:18][C@H:17]([NH:20]C(=O)OC(C)(C)C)[C:16]3=[O:28])[CH2:11][CH2:10]2)=[N:7][CH:8]=1)[CH3:2]>C(O)(C(F)(F)F)=O.C(Cl)Cl>[NH2:20][C@H:17]1[CH2:18][CH2:19][N:15]([CH:12]2[CH2:13][CH2:14][N:9]([C:6]3[N:7]=[CH:8][C:3]([CH2:1][CH3:2])=[CH:4][N:5]=3)[CH2:10][CH2:11]2)[C:16]1=[O:28] |f:1.2|. Procedure details: A solution of (S)-tert-butyl 1-(1-(5-ethylpyrimidin-2-yl)piperidin-4-yl)-2-oxopyrrolidin-3-ylcarbamate (1 g, 2.6 mmol) in 50% TFA/CH2Cl2 (10 mL) was stirred at ambient temperature for 1 hour. The mixture was concentrated in vacuo. The residue was dissolved in CH2Cl2 (100 mL) and washed with 1N NaOH (100 mL) and brine. The combined organic layers were dried over MgSO4, filtered and concentrated in vacuo to yield (S)-3-amino-1-(1-(5-ethylpyrimidin-2-yl)piperidin-4-yl)pyrrolidin-2-one (0.75 g, 2.6 ...